Dataset: the Open Reaction Database (ORD), a public repository of structured organic reaction records. Task: describe an organic reaction: reactants, conditions, products, and yield Reactants: Example 1 ( 1 ), ClC1=C(C=CC=C1)CC(=O)C1=C(C=C(C=C1)F)F (2-chloro-2′,4′-difluorophenylacetophenone), C(CC(=O)C)(=O)OC (methyl acetoacetate). Product: FC1=C(C=CC(=C1)F)C1=CC(=C(O1)C)C(=O)OC (methyl 5-(2,4-difluorophenyl)-2-methyl-3-furoate). Yield: 57.3%. As a reaction SMILES: ClC1C=CC=CC=1[CH2:8][C:9]([C:11]1[CH:16]=[CH:15][C:14]([F:17])=[CH:13][C:12]=1[F:18])=O.[C:19]([O:25][CH3:26])(=[O:24])[CH2:20][C:21]([CH3:23])=[O:22]>>[F:18][C:12]1[CH:13]=[C:14]([F:17])[CH:15]=[CH:16][C:11]=1[C:9]1[O:22][C:21]([CH3:23])=[C:20]([C:19]([O:25][CH3:26])=[O:24])[CH:8]=1. Procedure details: An operation similar to that in Example 1 (1) was performed using 2-chloro-2′,4′-difluorophenylacetophenone (19 g) and methyl acetoacetate (11 g) to give the title compound (10.3 g, 41%) as a yellow crystal.